From a dataset of the Open Reaction Database (ORD), a public repository of structured organic reaction records. describe an organic reaction: reactants, conditions, products, and yield Starting materials: O-(benzotriazol-1l-yl)-N,N,N′, N′-tetramethyluronium hexafluorophosphate, NC1=CC=C(C=N1)CCC[C@@H](C(=O)O)NC(=O)OC(C)(C)C ((S)-6-amino-α-[[(1,1-dimethylethoxy)carbonyl]amino]pyridine-3-pentanoic acid), Cl.C(C)C1CCNCC1 (4-ethylpiperidine hydrochloride), C(C)(C)N(C(C)C)CC (N,N-diisopropylethylamine). The solvent is C(C)(=O)OCC (ethyl acetate), ClCCl (dichloromethane), CN(C=O)C (dimethylformamide). Reaction conditions: time 18 hour. The product is NC1=CC=C(C=N1)CCC[C@@H](C(=O)C1CNCCC1CC)NC(OC(C)(C)C)=O (1,1-dimethylethyl (S)-[4-(6-aminopyrid-3-yl)-1-([4-ethylpiperid-3-yl)carbonyl]butyl]carbamate). Isolated yield 66.5%. Reaction SMILES: [NH2:1][C:2]1[N:7]=[CH:6][C:5]([CH2:8][CH2:9][CH2:10][C@H:11]([NH:15][C:16]([O:18][C:19]([CH3:22])([CH3:21])[CH3:20])=[O:17])[C:12]([OH:14])=O)=[CH:4][CH:3]=1.Cl.[CH2:24]([CH:26]1[CH2:31][CH2:30][NH:29][CH2:28][CH2:27]1)[CH3:25].C(N(CC)C(C)C)(C)C>ClCCl.CN(C)C=O.C(OCC)(=O)C>[NH2:1][C:2]1[N:7]=[CH:6][C:5]([CH2:8][CH2:9][CH2:10][C@H:11]([NH:15][C:16](=[O:17])[O:18][C:19]([CH3:22])([CH3:21])[CH3:20])[C:12]([CH:27]2[CH:26]([CH2:24][CH3:25])[CH2:31][CH2:30][NH:29][CH2:28]2)=[O:14])=[CH:4][CH:3]=1 |f:1.2|. Procedure details: 2.1 g (5.5 mmol) of O-(benzotriazol-1l-yl)-N,N,N′, N′-tetramethyluronium hexafluorophosphate (HBTU) are added portionwise with stirring, at 0° C. under nitrogen, to a mixture of 2.0 g of (S)-6-amino-α-[[(1,1-dimethylethoxy)carbonyl]amino]pyridine-3-pentanoic acid (5.5 mmol), 1.14 g (7.5 mmol) of 4-ethylpiperidine hydrochloride, N,N-diisopropylethylamine (DIEA) (25 ml; 14 mmol) in dichloromethane (30 ml) and 3 ml of anhydrous dimethylformamide (DMF). The mixture is allowed to warm to room tempera...